describe an organic reaction: reactants, conditions, products, and yield From a dataset of the Open Reaction Database (ORD), a public repository of structured organic reaction records. Starting materials: BrCCCCBr, CN(C)C=O, CC1=COc2ccc(F)cc2C(=O)N1, [H-], [Na+]. Yields the product CC1=COc2ccc(F)cc2C(=O)N1CCCCBr. Reaction SMILES: [Br:17][CH2:18][CH2:19][CH2:20][CH2:21][Br:22].[CH3:23][N:24]([CH3:25])[CH:26]=[O:27].[F:1][c:2]1[cH:3][cH:4][c:5]2[c:6]([cH:14]1)[C:7](=[O:13])[NH:8][C:9]([CH3:12])=[CH:10][O:11]2.[H-:15].[Na+:16]>>[F:1][c:2]1[cH:3][cH:4][c:5]2[c:6]([cH:14]1)[C:7](=[O:13])[N:8]([CH2:21][CH2:20][CH2:19][CH2:18][Br:17])[C:9]([CH3:12])=[CH:10][O:11]2. The reactants are [BH4-], CCO, O=Cc1c(F)cc(Cl)cc1F, [Na+], C1CCOC1. Product: OCc1c(F)cc(Cl)cc1F. As a reaction SMILES: [BH4-:17].[CH3:19][CH2:20][OH:21].[Cl:1][c:2]1[cH:3][c:4]([F:11])[c:5]([CH:6]=[O:7])[c:8]([F:10])[cH:9]1.[Na+:18].[O:12]1[CH2:13][CH2:14][CH2:15][CH2:16]1>>[Cl:1][c:2]1[cH:3][c:4]([F:11])[c:5]([CH2:6][OH:7])[c:8]([F:10])[cH:9]1. The reactants are C(C)(C)N(C(C)C)CC (N,N-diisopropylethylamine), [N+](=O)([O-])CC(=O)OCC (Ethyl nitroacetate), C(OCC)(OCC)OCC (Triethyl orthoformate), C([O-])(O)=O.[Na+] (sodium bicarbonate). Reagents/catalysts: [Ti](Cl)(Cl)(Cl)Cl (Titanium(IV) chloride). Run in ClCCl (dichloromethane), ClCCl (dichloromethane), C(C)O (ethanol). Run at temperature -10 celsius, time 15 minute. Product: C(C)OC(C(C(=O)OCC)[N+](=O)[O-])OCC (ethyl 3,3-diethoxy-2-nitropropanoate). The yield is 68.0%. Reaction SMILES: [N+:1]([CH2:4][C:5]([O:7][CH2:8][CH3:9])=[O:6])([O-:3])=[O:2].C(N(CC)C(C)C)(C)C.[CH:19]([O:26][CH2:27][CH3:28])([O:23][CH2:24][CH3:25])OCC.C(=O)(O)[O-].[Na+]>ClCCl.[Ti](Cl)(Cl)(Cl)Cl.C(O)C>[CH2:27]([O:26][CH:19]([O:23][CH2:24][CH3:25])[CH:4]([N+:1]([O-:3])=[O:2])[C:5]([O:7][CH2:8][CH3:9])=[O:6])[CH3:28] |f:3.4|. Reported procedure: Ethyl nitroacetate (1.70 ml, 15.31 mmol) was dissolved in dichloromethane (50 ml). Mixture was cooled to −10° C. Titanium(IV) chloride (1.90 ml, 17.23 mmol) was added to the mixture drop-wise. Mixture was held at −10° C. with stirring for 15 minutes. A solution of N,N-diisopropylethylamine (3.0 ml, 17.22 mmol) in 10 mL dichloromethane was added to the mixture drop-wise over 25 minutes. Mixture was held at −10° C. with stirring for 1.25 hours. Triethyl orthoformate (6.4 ml, 38.5 mmol) was added t... Reactants: CCOC(=O)CCc1c[nH]c2c(-c3noc(-c4ccc(OC)c(OC)c4)n3)cccc12, CO, [Na+], C1CCOC1, [OH-], O. Product: COc1ccc(-c2nc(-c3cccc4c(CCC(=O)O)c[nH]c34)no2)cc1OC. Reaction SMILES: [CH3:1][O:2][c:3]1[cH:4][c:5](-[c:11]2[n:12][c:13](-[c:16]3[cH:17][cH:18][cH:19][c:20]4[c:21]([CH2:25][CH2:26][C:27](=[O:28])[O:29][CH2:30][CH3:31])[cH:22][nH:23][c:24]34)[n:14][o:15]2)[cH:6][cH:7][c:8]1[O:9][CH3:10].[CH3:39][OH:40].[Na+:33].[O:34]1[CH2:35][CH2:36][CH2:37][CH2:38]1.[OH-:32].[OH2:41]>>[CH3:1][O:2][c:3]1[cH:4][c:5](-[c:11]2[n:12][c:13](-[c:16]3[cH:17][cH:18][cH:19][c:20]4[c:21]([CH2:25][CH2:26][C:27](=[O:28])[OH:29])[cH:22][nH:23][c:24]34)[n:14][o:15]2)[cH:6][cH:7][c:8]1[O:9][CH3:10].